This data is from the Open Reaction Database (ORD), a public repository of structured organic reaction records. The task is: describe an organic reaction: reactants, conditions, products, and yield Starting materials: O=Cc1ccc(OCc2ccccc2Cc2ccccc2)cc1, CC(=O)[O-], CC(=O)O, [Na+], O=C1CSC(=S)N1. Product: O=C1NC(=S)SC1=Cc1ccc(OCc2ccccc2Cc2ccccc2)cc1. Reaction SMILES: [CH2:1]([c:2]1[cH:3][cH:4][cH:5][cH:6][cH:7]1)[c:8]1[c:9]([CH2:14][O:15][c:16]2[cH:17][cH:18][c:19]([CH:20]=[O:21])[cH:22][cH:23]2)[cH:10][cH:11][cH:12][cH:13]1.[CH3:25][C:26](=[O:27])[O-:28].[CH3:36][C:37](=[O:38])[OH:39].[Na+:24].[S:29]1[C:30](=[S:31])[NH:32][C:33](=[O:34])[CH2:35]1>>[CH2:1]([c:2]1[cH:3][cH:4][cH:5][cH:6][cH:7]1)[c:8]1[c:9]([CH2:14][O:15][c:16]2[cH:17][cH:18][c:19]([CH:20]=[C:35]3[S:29][C:30](=[S:31])[NH:32][C:33]3=[O:34])[cH:22][cH:23]2)[cH:10][cH:11][cH:12][cH:13]1. Starting materials: CN(C)C=O, COc1ccc(C(=O)Oc2c(Cl)c(Cl)c(Cl)c(Cl)c2Cl)cc1, O=C1CCCN1, [Na]. The product is COc1ccc(C(=O)N2CCCC2=O)cc1. Reaction SMILES: [CH3:30][N:31]([CH3:32])[CH:33]=[O:34].[Cl:8][c:9]1[c:10]([O:15][C:16](=[O:11])[c:17]2[cH:18][cH:19][c:20]([O:23][CH3:24])[cH:21][cH:22]2)[c:12]([Cl:13])[c:14]([Cl:25])[c:26]([Cl:27])[c:28]1[Cl:29].[NH:2]1[C:3](=[O:7])[CH2:4][CH2:5][CH2:6]1.[Na:1]>>[N:2]1([C:16](=[O:15])[c:17]2[cH:18][cH:19][c:20]([O:23][CH3:24])[cH:21][cH:22]2)[C:3](=[O:7])[CH2:4][CH2:5][CH2:6]1. Reactants: BrC1=C(C(=CC=C1)Br)O (2,6-dibromophenol), C(C)(=O)OC(C)=O (acetic anhydride), C(C)(=O)NC1=CC(=C(C(=C1)Cl)O)Cl (4-acetamido-2,6-dichlorophenol). Yields the product C(C)(=O)NC1=CC(=C(C(=C1)Br)O)Br (4-Acetamido-2,6-dibromophenol). Reaction SMILES: [Br:1][C:2]1[CH:7]=[CH:6][CH:5]=[C:4]([Br:8])[C:3]=1[OH:9].C(OC(=O)C)(=O)C.[C:17]([NH:20]C1C=C(Cl)C(O)=C(Cl)C=1)(=[O:19])[CH3:18]>>[C:17]([NH:20][C:6]1[CH:7]=[C:2]([Br:1])[C:3]([OH:9])=[C:4]([Br:8])[CH:5]=1)(=[O:19])[CH3:18]. Procedure details: 4-Acetamido-2,6-dibromophenol (used as starting material in Example 54) was prepared from 2,6-dibromophenol and acetic anhydride, using the method described above for the preparation of 4-acetamido-2,6-dichlorophenol, as a solid, m.p. 155°-156° C. The reactants are Cl.ClC1=C(OCC2=CC(=CC=C2)OCC2CCNCC2)C=CC=C1 (1-[(2-chlorophenoxy)methyl]-3-[(piperidin-4-yl)methoxy]benzene hydrochloride), CN(C=O)C (N,N-dimethylformamide), C(C)(C)N(C(C)C)CC (N,N-diisopropylethylamine), Cl.C(C)(OCC)=N (ethyl acetimidate hydrochloride). Run at time 3 day. Yields the product C(C)(=O)O.ClC1=C(OCC=2C=C(C=CC2)OCC2CCN(CC2)C(C)=N)C=CC=C1 (3-[(2-Chlorophenoxy)methyl]-[[(1-acetimidoyl)piperidin-4-yl]methoxy]benzene Acetic Acid Salt). Reaction SMILES: Cl.[Cl:2][C:3]1[CH:24]=[CH:23][CH:22]=[CH:21][C:4]=1[O:5][CH2:6][C:7]1[CH:12]=[CH:11][CH:10]=[C:9]([O:13][CH2:14][CH:15]2[CH2:20][CH2:19][NH:18][CH2:17][CH2:16]2)[CH:8]=1.CN(C)C=[O:28].[CH:30]([N:33](CC)C(C)C)(C)[CH3:31].Cl.C(=N)(OCC)C>>[C:14]([OH:28])(=[O:13])[CH3:15].[Cl:2][C:3]1[CH:24]=[CH:23][CH:22]=[CH:21][C:4]=1[O:5][CH2:6][C:7]1[CH:8]=[C:9]([O:13][CH2:14][CH:15]2[CH2:16][CH2:17][N:18]([C:30](=[NH:33])[CH3:31])[CH2:19][CH2:20]2)[CH:10]=[CH:11][CH:12]=1 |f:0.1,4.5,6.7|. Procedure details: To 40 mg (0.109 mmol) of 1-[(2-chlorophenoxy)methyl]-3-[(piperidin-4-yl)methoxy]benzene hydrochloride as prepared in the preceding step, in 1 mL of N,N-dimethylformamide containing 100 μL (0.908 mmol) of N,N-diisopropylethylamine was added 40 mg (0.325 mmol) of ethyl acetimidate hydrochloride. The reaction mixture was stirred at ambient temperature for 3 days. The reaction mixture was concentrated in vacuo and the residue was quenched with 1 N sodium hydroxide, extracted into methylene chloride,... Product: CC(C)CC1(C(N)C(=O)OC(C)(C)C)CCN(CCc2ccccc2)C1=O. RXN SMILES: [CH3:30][CH2:31][OH:32].[N:1](=[N+:2]=[N-:3])[CH:4]([C:5](=[O:6])[O:7][C:8]([CH3:9])([CH3:10])[CH3:11])[C:12]1([CH2:26][CH:27]([CH3:28])[CH3:29])[C:13](=[O:25])[N:14]([CH2:17][CH2:18][c:19]2[cH:20][cH:21][cH:22][cH:23][cH:24]2)[CH2:15][CH2:16]1>>[NH2:1][CH:4]([C:5](=[O:6])[O:7][C:8]([CH3:9])([CH3:10])[CH3:11])[C:12]1([CH2:26][CH:27]([CH3:28])[CH3:29])[C:13](=[O:25])[N:14]([CH2:17][CH2:18][c:19]2[cH:20][cH:21][cH:22][cH:23][cH:24]2)[CH2:15][CH2:16]1. Starting materials: CCO, CC(C)CC1(C(N=[N+]=[N-])C(=O)OC(C)(C)C)CCN(CCc2ccccc2)C1=O. Reactants: C1(C=CC(N1)=O)=O (maleimide), C1(=CC=CCC1)C(=O)OCC (ethyl 1,3-cyclohexadiene-1-carboxylate), C(C)(C)(C)C=1C=C(C(O)=CC1)O (4-(tert-butyl)-pyrocatechol). Solvent: C1(=CC=CC=C1)C (toluene). The product is C(C)OC(=O)C12C3C(NC(C3C(C=C1)CC2)=O)=O (1-Ethoxycarbonyl-4-azatricyclo[5.2.2.02,6 ]undec-8-ene-3,5-dione). RXN SMILES: [C:1]1(=[O:7])[NH:5][C:4](=[O:6])[CH:3]=[CH:2]1.[C:8]1([C:14]([O:16][CH2:17][CH3:18])=[O:15])[CH2:13][CH2:12][CH:11]=[CH:10][CH:9]=1.C(C1C=C(O)C(=CC=1)O)(C)(C)C>C1(C)C=CC=CC=1>[CH2:17]([O:16][C:14]([C:8]12[CH2:13][CH2:12][CH:11]([CH:10]=[CH:9]1)[CH:3]1[CH:2]2[C:1](=[O:7])[NH:5][C:4]1=[O:6])=[O:15])[CH3:18]. Procedure: 13.5 g (0.138 mol) of maleimide and 25.3 g (0.17 mol) of ethyl 1,3-cyclohexadiene-1-carboxylate are heated under reflux with 1.4 g of 4-(tert-butyl)-pyrocatechol in 275 ml of toluene overnight The mixture is concentrated and the residue is recrystallized from isopropanol. Reactants: N1C=CC2=CC(=CC=C12)C(=O)O (1H-Indole-5-carboxylic acid), CNOC (N,O-dimethylhydroxylamine), CN(C)C(=[N+](C)C)ON1C2=C(C=CC=C2)N=N1.[B-](F)(F)(F)F (TBTU), CCN(C(C)C)C(C)C (DIPEA). The solvent is CN(C)C=O (DMF). Run at time 2 hour. The product is CON(C(=O)C=1C=C2C=CNC2=CC1)C (1H-Indole-5-carboxylic acid methoxy-methyl-amide). As a reaction SMILES: [NH:1]1[C:9]2[C:4](=[CH:5][C:6]([C:10]([OH:12])=O)=[CH:7][CH:8]=2)[CH:3]=[CH:2]1.[CH3:13][NH:14][O:15][CH3:16].CN(C(ON1N=NC2C=CC=CC1=2)=[N+](C)C)C.[B-](F)(F)(F)F.CCN(C(C)C)C(C)C>CN(C=O)C>[CH3:16][O:15][N:14]([CH3:13])[C:10]([C:6]1[CH:5]=[C:4]2[C:9](=[CH:8][CH:7]=1)[NH:1][CH:2]=[CH:3]2)=[O:12] |f:2.3|. Procedure details: A mixture of 0.483 g (3 mmol) 1H-Indole-5-carboxylic acid, 0.351 mg (3.6 mmol) N,O-dimethylhydroxylamine, 1.155 g (3.6 mmol) TBTU and 1.163 g (9 mmol) DIPEA in 15 mL DMF was stirred at room temperature for 2 h and evaporated. NaHCO3 aq. was added and the mixture was extracted with DCM. The combined organic layers were dried with MgSO4, evaporated and the title compound was used crude in the subsequent reaction. The reactants are OCC(O)CCc1ccc2ccccc2c1OCc1ccccc1, CCO. Product: OCC(O)CCc1ccc2ccccc2c1O. RXN SMILES: [CH2:1]([c:2]1[cH:3][cH:4][cH:5][cH:6][cH:7]1)[O:8][c:9]1[c:10]([CH2:19][CH2:20][CH:21]([CH2:22][OH:23])[OH:24])[cH:11][cH:12][c:13]2[cH:14][cH:15][cH:16][cH:17][c:18]12.[CH3:25][CH2:26][OH:27]>>[OH:8][c:9]1[c:10]([CH2:19][CH2:20][CH:21]([CH2:22][OH:23])[OH:24])[cH:11][cH:12][c:13]2[cH:14][cH:15][cH:16][cH:17][c:18]12.